This data is from the Open Reaction Database (ORD), a public repository of structured organic reaction records. The task is: describe an organic reaction: reactants, conditions, products, and yield Starting materials: C(C)OC(=O)C=1N=C2N(N=C(C=C2)N2CCNCC2)C1 (6-piperazin-1-ylimidazo[1,2-b]pyridazine-2-carboxylic acid ethyl ester), C(C)(C)N(CC)C(C)C (diisopropylethylamine), FC=1C=CC(=C(C(=O)Cl)C1)C(F)(F)F (5-fluoro-2-trifluoromethylbenzoyl chloride). Run in ClCCl (dichloromethane), ClCCl (dichloromethane). Conditions: time 15 minute. Yields the product C(C)OC(=O)C=1N=C2N(N=C(C=C2)N2CCN(CC2)C(C2=C(C=CC(=C2)F)C(F)(F)F)=O)C1 (6-[4-(5-FLUORO-2-TRIFLUOROMETHYLBENZOYL)PIPERAZIN-1-YL]IMIDAZO[1,2-B]PYRIDAZINE-2-CARBOXYLIC ACID ETHYL ESTER). Isolated yield 82.0%. Reaction SMILES: [CH2:1]([O:3][C:4]([C:6]1[N:7]=[C:8]2[CH:13]=[CH:12][C:11]([N:14]3[CH2:19][CH2:18][NH:17][CH2:16][CH2:15]3)=[N:10][N:9]2[CH:20]=1)=[O:5])[CH3:2].C(N(C(C)C)CC)(C)C.[F:30][C:31]1[CH:32]=[CH:33][C:34]([C:40]([F:43])([F:42])[F:41])=[C:35]([CH:39]=1)[C:36](Cl)=[O:37]>ClCCl>[CH2:1]([O:3][C:4]([C:6]1[N:7]=[C:8]2[CH:13]=[CH:12][C:11]([N:14]3[CH2:19][CH2:18][N:17]([C:36](=[O:37])[C:35]4[CH:39]=[C:31]([F:30])[CH:32]=[CH:33][C:34]=4[C:40]([F:43])([F:41])[F:42])[CH2:16][CH2:15]3)=[N:10][N:9]2[CH:20]=1)=[O:5])[CH3:2]. Procedure details: To a solution of 6-piperazin-1-ylimidazo[1,2-b]pyridazine-2-carboxylic acid ethyl ester (1.016 g, 3.69 mmol) and diisopropylethylamine (1.29 mL, 7.38 mmol) in anhydrous dichloromethane (20 mL) was added 5-fluoro-2-trifluoromethylbenzoyl chloride dropwise at room temperature. The reaction mixture was stirred at room temperature for 15 minutes, then diluted with dichloromethane and washed with water. The organic layer was dried and concentrated in vacuo. The title compound was obtained in 82% yiel... Starting materials: C(C)(C)(C)OC(NC1=C(C=C(C=C1)Cl)NC(CC(=O)C1=CC(=CC=C1)C=1C=NC(=CC1)OC)=O)=O ((4-chloro-2-{3-[3-(6-methoxy-pyridin-3-yl)-phenyl]-3-oxo-propionylamino}-phenyl)-carbamic acid tert-butyl ester), C(=O)(C(F)(F)F)O (TFA). Solvent: C(Cl)Cl (CH2Cl2). Yields the product ClC=1C=CC2=C(NC(CC(=N2)C2=CC(=CC=C2)C=2C=NC(=CC2)OC)=O)C1 (8-Chloro-4-[3-(6-methoxy-pyridin-3-yl)-phenyl]-1,3-dihydro-benzo[b][1,4]diazepin-2-one), solid. Reaction SMILES: C(OC(=O)[NH:7][C:8]1[CH:13]=[CH:12][C:11]([Cl:14])=[CH:10][C:9]=1[NH:15][C:16](=[O:34])[CH2:17][C:18]([C:20]1[CH:25]=[CH:24][CH:23]=[C:22]([C:26]2[CH:27]=[N:28][C:29]([O:32][CH3:33])=[CH:30][CH:31]=2)[CH:21]=1)=O)(C)(C)C.C(O)(C(F)(F)F)=O>C(Cl)Cl>[Cl:14][C:11]1[CH:12]=[CH:13][C:8]2[N:7]=[C:18]([C:20]3[CH:25]=[CH:24][CH:23]=[C:22]([C:26]4[CH:27]=[N:28][C:29]([O:32][CH3:33])=[CH:30][CH:31]=4)[CH:21]=3)[CH2:17][C:16](=[O:34])[NH:15][C:9]=2[CH:10]=1. Procedure: The title compound was prepared from (4-chloro-2-{3-[3-(6-methoxy-pyridin-3-yl)-phenyl]-3-oxo-propionylamino}-phenyl)-carbamic acid tert-butyl ester (Example M47) (270 mg, 0.54 mmol) by treatment with TFA in CH2Cl2 according to the general procedure N. Obtained as an off-white solid (129 mg). Starting materials: Cl (HCl), C(C)OC(=O)C=1N(C2=CC=C(C=C2C1CN(C)S(=O)(=O)C)F)CC1=CC=CC2=CC=C(C=C12)F (5-fluoro-1-(7-fluoro-naphthalen-1-ylmethyl)-3-[(methanesulfonyl-methyl-amino)-methyl]-1H-indole-2-carboxylic acid ethyl ester). Yields the product C(C)OC(=O)C=1N(C2=CC=C(C=C2C1CN)F)CC1=CC=CC2=CC=C(C=C12)F (3-Aminomethyl-5-fluoro-1-(7-fluoro-naphthalen-1-ylmethyl)-1H-indole-2-carboxylic acid ethyl ester). RXN SMILES: Cl.[CH2:2]([O:4][C:5]([C:7]1[N:8]([CH2:24][C:25]2[C:34]3[C:29](=[CH:30][CH:31]=[C:32]([F:35])[CH:33]=3)[CH:28]=[CH:27][CH:26]=2)[C:9]2[C:14]([C:15]=1[CH2:16][N:17](S(C)(=O)=O)C)=[CH:13][C:12]([F:23])=[CH:11][CH:10]=2)=[O:6])[CH3:3]>>[CH2:2]([O:4][C:5]([C:7]1[N:8]([CH2:24][C:25]2[C:34]3[C:29](=[CH:30][CH:31]=[C:32]([F:35])[CH:33]=3)[CH:28]=[CH:27][CH:26]=2)[C:9]2[C:14]([C:15]=1[CH2:16][NH2:17])=[CH:13][C:12]([F:23])=[CH:11][CH:10]=2)=[O:6])[CH3:3]. Procedure details: salt with HCl (prepared according to Example 104.2.) was converted to 5-fluoro-1-(7-fluoro-naphthalen-1-ylmethyl)-3-[(methanesulfonyl-methyl-amino)-methyl]-1H-indole-2-carboxylic acid ethyl ester as described in Example 77.1. which was hydrolyzed as described in the general procedure B (Exp. 2.2) to give the title compound as a white solid. MS: 457.4 ([M−H]−). The reactants are FC=1C=C(C=C(C1F)F)[C@H]1N2[C@H](COC1)C=CCC2=O ((4R,9aS)-4-(3,4,5-trifluorophenyl)-3,4,7,9a-tetrahydro-1H-pyrido[2,1-c][1,4]oxazin-6-one), [H][H] (hydrogen). The reagents and catalysts are [Pt]=O (Platinum oxide). Run in CO (methanol). The product is FC=1C=C(C=C(C1F)F)[C@H]1N2[C@H](COC1)CCCC2=O ((4R,9aS)-4-(3,4,5-trifluorophenyl)hexahydropyrido[2,1-c][1,4]oxazin-6-one). Yield: 100.1%. RXN SMILES: [F:1][C:2]1[CH:3]=[C:4]([C@@H:10]2[CH2:15][O:14][CH2:13][C@@H:12]3[CH:16]=[CH:17][CH2:18][C:19](=[O:20])[N:11]23)[CH:5]=[C:6]([F:9])[C:7]=1[F:8].[H][H]>CO.[Pt]=O>[F:1][C:2]1[CH:3]=[C:4]([C@@H:10]2[CH2:15][O:14][CH2:13][C@@H:12]3[CH2:16][CH2:17][CH2:18][C:19](=[O:20])[N:11]23)[CH:5]=[C:6]([F:9])[C:7]=1[F:8]. Reported procedure: Platinum oxide (20.1 mg) was added to a solution of (4R,9aS)-4-(3,4,5-trifluorophenyl)-3,4,7,9a-tetrahydro-1H-pyrido[2,1-c][1,4]oxazin-6-one (250 mg) in methanol (6 mL), and the reaction solution was stirred in a hydrogen atmosphere at room temperature for two hours. The reaction solution was filtered through celite, and the filtrate was concentrated under reduced pressure to obtain 252 mg of the title compound. The property value of the compound is as follows. The reactants are C1CCOC1, C[Zn]C, CC(C)Oc1ccc(COc2ccc3c(c2)c(I)c2n3CCC2CC(=O)OC(C)(C)C)cc1C(F)(F)F. Yields the product Cc1c2n(c3ccc(OCc4ccc(OC(C)C)c(C(F)(F)F)c4)cc13)CCC2CC(=O)OC(C)(C)C. RXN SMILES: [CH2:41]1[O:42][CH2:43][CH2:44][CH2:45]1.[CH3:38][Zn:39][CH3:40].[I:1][c:2]1[c:3]2[n:4]([c:5]3[cH:6][cH:7][c:8]([O:11][CH2:12][c:13]4[cH:14][c:15]([C:23]([F:24])([F:25])[F:26])[c:16]([O:19][CH:20]([CH3:21])[CH3:22])[cH:17][cH:18]4)[cH:9][c:10]13)[CH2:27][CH2:28][CH:29]2[CH2:30][C:31](=[O:32])[O:33][C:34]([CH3:35])([CH3:36])[CH3:37]>>[c:2]1([CH3:38])[c:3]2[n:4]([c:5]3[cH:6][cH:7][c:8]([O:11][CH2:12][c:13]4[cH:14][c:15]([C:23]([F:24])([F:25])[F:26])[c:16]([O:19][CH:20]([CH3:21])[CH3:22])[cH:17][cH:18]4)[cH:9][c:10]13)[CH2:27][CH2:28][CH:29]2[CH2:30][C:31](=[O:32])[O:33][C:34]([CH3:35])([CH3:36])[CH3:37]. Reactants: O.NN (hydrazine hydrate), C(C)(=O)OC1=C(C=C(C=C)C=C1Br)Br (4-acetoxy-3,5-dibromostyrene), O (water). The solvent is CO (methanol), C1CCOC1 (THF). Conditions: time 40 minute. Product: BrC=1C=C(C=C)C=C(C1O)Br (3,5-Dibromo-4-hydroxystyrene). Reaction SMILES: C([O:4][C:5]1[C:12]([Br:13])=[CH:11][C:8]([CH:9]=[CH2:10])=[CH:7][C:6]=1[Br:14])(=O)C.O.NN.O>C1COCC1.CO>[Br:13][C:12]1[CH:11]=[C:8]([CH:7]=[C:6]([Br:14])[C:5]=1[OH:4])[CH:9]=[CH2:10] |f:1.2|. Procedure: 10 g of 4-acetoxy-3,5-dibromostyrene are dissolved in 50 ml THF and 25 ml methanol, 12 g hydrazine hydrate (80% aqueous solution) is added, and the cloudy mixture is then converted into a clear solution by adding 3 ml of water. After 40 minutes it is acidified with a:semi-concentrated HCl to pH2 and extracted twice with ether the ether phase is washed twice with waterand dried over sodium sulfate and the ether is removed with a rotary evaporator at room temperature under aspirator vacuum. 8.5 g ... The reactants are CC(C)=O, CN(C)C=O, CI, ClCCl, CC(C)OC(=O)N1CCCC(N(Cc2cc(C(F)(F)F)cc(C(F)(F)F)c2)c2nnn[nH]2)c2ccc(Cl)cc21, [Na+], [Na+], O=C([O-])[O-], O. Yields the product CC(C)OC(=O)N1CCCC(N(Cc2cc(C(F)(F)F)cc(C(F)(F)F)c2)c2nnn(C)n2)c2ccc(Cl)cc21. Reaction SMILES: [CH3:49][C:50]([CH3:51])=[O:52].[CH3:53][N:54]([CH3:55])[CH:56]=[O:57].[CH3:7][I:8].[Cl:58][CH2:59][Cl:60].[F:9][C:10]([c:11]1[cH:12][c:13]([CH2:14][N:15]([CH:16]2[c:17]3[c:18]([cH:29][c:30]([Cl:33])[cH:31][cH:32]3)[N:19]([C:23](=[O:24])[O:25][CH:26]([CH3:27])[CH3:28])[CH2:20][CH2:21][CH2:22]2)[c:34]2[n:35][n:36][n:37][nH:38]2)[cH:39][c:40]([C:42]([F:43])([F:44])[F:45])[cH:41]1)([F:46])[F:47].[Na+:1].[Na+:2].[O-:3][C:4](=[O:5])[O-:6].[OH2:48]>>[CH3:4][n:37]1[n:36][n:35][c:34]([N:15]([CH2:14][c:13]2[cH:12][c:11]([C:10]([F:9])([F:46])[F:47])[cH:41][c:40]([C:42]([F:43])([F:44])[F:45])[cH:39]2)[CH:16]2[c:17]3[c:18]([cH:29][c:30]([Cl:33])[cH:31][cH:32]3)[N:19]([C:23](=[O:24])[O:25][CH:26]([CH3:27])[CH3:28])[CH2:20][CH2:21][CH2:22]2)[n:38]1. The reactants are 110, C(C)(C)(CC)C1=CC=C(C=C1)NC(OC)=O (methyl N-(4-tert.-pentyl-phenyl)-carbamate), NC1=CC=CC=C1 (aniline), C[O-].[Na+] (sodium methylate). The solvent is CO (methanol). Conditions: temperature 200 celsius, time 4 hour. Product: C(C)(C)(CC)C1=CC=C(N)C=C1 (4-tert.-pentylaniline). Yield: 83.0%. RXN SMILES: [C:1]([C:6]1[CH:11]=[CH:10][C:9]([NH:12]C(=O)OC)=[CH:8][CH:7]=1)([CH2:4][CH3:5])([CH3:3])[CH3:2].NC1C=CC=CC=1.C[O-].[Na+]>CO>[C:1]([C:6]1[CH:7]=[CH:8][C:9]([NH2:12])=[CH:10][CH:11]=1)([CH2:4][CH3:5])([CH3:2])[CH3:3] |f:2.3|. Procedure details: A mixture of 110 parts of methyl N-(4-tert.-pentyl-phenyl)-carbamate, 400 parts of aniline, 400 parts of methanol and 0.2 part of sodium methylate is heated to 200° C. in an autoclave and kept at this temperature for 4 hours. The mixture is then subjected to fractional distillation under reduced pressure. 67 parts (83% of theory) of 4-tert.-pentylaniline, of boiling point 140°-142° C./16 mbar, are obtained. Reactants: C1(=CC=C(C=C1)S(=O)(=O)[O-])C.[NH+]1=CC=CC=C1 (pyridinium p-toluenesulfonate), C(=O)(OC(C)(C)C)N[C@@H]([C@H](O)C)C(=O)O (Boc-L-threonine), COC(C)(C)C (methyl-tert-butyl ether), COC(C)(C)OC (2,2-dimethoxypropane). Run in O (water), C1CCOC1 (THF). The product is C(C)(C)(C)OC(=O)N1C(O[C@@H]([C@H]1C(=O)O)C)(C)C ((4S,5R)-3-(tert-Butoxycarbonyl)-2,2,5-trimethyl-1,3-oxazolidine-4-carboxylic acid). RXN SMILES: [C:1]([NH:8][C@H:9]([C:13]([OH:15])=[O:14])[C@@H:10]([CH3:12])[OH:11])([O:3][C:4]([CH3:7])([CH3:6])[CH3:5])=[O:2].CO[C:18](C)([CH3:20])[CH3:19].COC(OC)(C)C.C1(C)C=CC(S([O-])(=O)=O)=CC=1.[NH+]1C=CC=CC=1>O.C1COCC1>[C:4]([O:3][C:1]([N:8]1[C@H:9]([C:13]([OH:15])=[O:14])[C@@H:10]([CH3:12])[O:11][C:18]1([CH3:20])[CH3:19])=[O:2])([CH3:6])([CH3:5])[CH3:7] |f:3.4|. Procedure details: Boc-L-threonine (600 g, 2.74 mol) was added to methyl-tert-butyl ether (3.6 L) and THF (1.2 L) followed by 2,2-dimethoxypropane (1710 g, 16.42 mol) and pyridinium p-toluenesulfonate (171.9 g, 684 mmol) and the suspension heated to reflux for 20 hours. The reaction was cooled and diluted with water (3 L) and stirred to achieve a solution. The organic layer was collected, washed with water (1.8 L), and diluted with methyl-tert-butyl ether (4.2 L). A solution of NaOH in water (109 g in 120 mL) was ... The reactants are COC(C1=C(C(=C(C(=C1)[N+](=O)[O-])N)F)F)=O (4-amino-2,3-difluoro-5-nitrobenzoic acid methyl ester). Reagents/catalysts: O=[Pt]=O (PtO2). The solvent is CCO (EtOH). Product: COC(C1=C(C(=C(C(=C1)N)N)F)F)=O (4,5-diamino-2,3-difluorobenzoic acid methyl ester). As a reaction SMILES: [CH3:1][O:2][C:3](=[O:16])[C:4]1[CH:9]=[C:8]([N+:10]([O-])=O)[C:7]([NH2:13])=[C:6]([F:14])[C:5]=1[F:15]>CCO.O=[Pt]=O>[CH3:1][O:2][C:3](=[O:16])[C:4]1[CH:9]=[C:8]([NH2:10])[C:7]([NH2:13])=[C:6]([F:14])[C:5]=1[F:15]. Procedure details: To a stirred solution of 4-amino-2,3-difluoro-5-nitrobenzoic acid methyl ester (500 mg, 2.2 mmol) in EtOH (20 ml) was added PtO2 (50 mg, 10% w). The suspension was hydrogenated with a H2 balloon overnight. The catalyst was filtered through Celite and washed with EtOH The solvent was removed under reduced pressure to give 4,5-diamino-2,3-difluorobenzoic acid methyl ester as a light yellow solid.